From a dataset of the Open Reaction Database (ORD), a public repository of structured organic reaction records. describe an organic reaction: reactants, conditions, products, and yield Starting materials: ClC1=C(C(=O)O)C=C(C=C1[N+](=O)[O-])C(F)(F)F (2-chloro-3-nitro-5-trifluoromethyl-benzoic acid), CO (methanol), [OH-].[Na+] (sodium hydroxide), Cl (hydrochloric acid). The reagents and catalysts are [Cl-].C(C)[N+](CC)(CC)CC (tetraethylammonium chloride). Run in O (H2O). Product: OC1=C(C(=O)O)C=C(C=C1[N+](=O)[O-])C(F)(F)F (2-hydroxy-3-nitro-5-trifluoromethylbenzoic acid). Reaction SMILES: Cl[C:2]1[C:10]([N+:11]([O-:13])=[O:12])=[CH:9][C:8]([C:14]([F:17])([F:16])[F:15])=[CH:7][C:3]=1[C:4]([OH:6])=[O:5].C[OH:19].[OH-].[Na+].Cl>[Cl-].C([N+](CC)(CC)CC)C.O>[OH:19][C:2]1[C:10]([N+:11]([O-:13])=[O:12])=[CH:9][C:8]([C:14]([F:17])([F:16])[F:15])=[CH:7][C:3]=1[C:4]([OH:6])=[O:5] |f:2.3,5.6|. Reported procedure: 27 g of 2-chloro-3-nitro-5-trifluoromethyl-benzoic acid and 1 g of tetraethylammonium chloride are initially introduced into 200 ml of methanol, and 70 g of 50% strength sodium hydroxide solution are added dropwise, whilst stirring. The mixture is subsequently stirred at 65° C. for 5 hours, diluted with 300 ml of H2O and then rendered acid with hydrochloric acid. The solid product is filtered off and recrystallised from water. 16 g of 2-hydroxy-3-nitro-5-trifluoromethylbenzoic acid with the melt... Reactants: C1(=CC=CC=C1)C (toluene), COC1=C(C=CC(=C1)CNCCCNCCCCNCCCN)O.[Na].ClC1=NC(=CC(=N1)NC(C1=CC=C(C=C1)O)CC)CC (dl-5 chloro-6-ethyl-4-(α-ethyl-4-hydroxybenzyl)aminopyrimidine sodium salt), O (water), FC(=C(F)F)F (tetrafluoroethylene). Solvent: C(C)(=O)OCC (ethyl acetate), CN(C=O)C (N,N-dimethylformamide). Yields the product COC1=C(C=CC(=C1)CNCCCNCCCCNCCCN)O.ClC1=NC(=CC(=N1)NC(C1=CC=C(C=C1)OC(C(F)F)(F)F)CC)CC (dl-5 chloro-6-ethyl-4-[α-ethyl-4-(1,1,2,2-tetrafluoroethoxy)benzyl]aminopyrimidine). The yield is 33.5%. As a reaction SMILES: [CH3:1][O:2][C:3]1[CH:8]=[C:7]([CH2:9][NH:10][CH2:11][CH2:12][CH2:13][NH:14][CH2:15][CH2:16][CH2:17][CH2:18][NH:19][CH2:20][CH2:21][CH2:22][NH2:23])[CH:6]=[CH:5][C:4]=1[OH:24].[Na].[Cl:26][C:27]1[N:32]=[C:31]([NH:33][CH:34]([CH2:42][CH3:43])[C:35]2[CH:40]=[CH:39][C:38]([OH:41])=[CH:37][CH:36]=2)[CH:30]=[C:29]([CH2:44][CH3:45])[N:28]=1.[F:46][C:47]([F:51])=[C:48]([F:50])[F:49].O.C1(C)C=CC=CC=1>CN(C)C=O.C(OCC)(=O)C>[CH3:1][O:2][C:3]1[CH:8]=[C:7]([CH2:9][NH:10][CH2:11][CH2:12][CH2:13][NH:14][CH2:15][CH2:16][CH2:17][CH2:18][NH:19][CH2:20][CH2:21][CH2:22][NH2:23])[CH:6]=[CH:5][C:4]=1[OH:24].[Cl:26][C:27]1[N:32]=[C:31]([NH:33][CH:34]([CH2:42][CH3:43])[C:35]2[CH:40]=[CH:39][C:38]([O:41][C:48]([F:50])([F:49])[CH:47]([F:51])[F:46])=[CH:37][CH:36]=2)[CH:30]=[C:29]([CH2:44][CH3:45])[N:28]=1 |f:0.1.2,8.9,^1:24|. Procedure details: Into a solution of 1.6 g of dl-5-chloro-6-ethyl-4-(α-ethyl-4-hydroxybenzyl)aminopyrimidine sodium salt dissolved in 30 ml of N,N-dimethylformamide was gradually bubbled about 2.2 g of tetrafluoroethylene at 80° C. under nitrogen atmosphere while stirring. After completion of the bubbling, the mixture was stirred for 2 hours, and the reaction mixture was charged into water and separated oily product was extracted with ethyl acetate. The extract was washed with water, dried over anhydrous sodium s... The reactants are O=C([O-])[O-], CCOP(=O)(Cl)OCC, CNCCCN1c2ccccc2CCc2ccccc21, [Cl-], [H+], [K+], [K+], CN(C)C=O. Yields the product CCOP(=O)(OCC)N(C)CCCN1c2ccccc2CCc2ccccc21. RXN SMILES: [C:23](=[O:24])([O-:25])[O-:26].[CH2:29]([CH3:30])[O:31][P:32](=[O:33])([O:34][CH2:35][CH3:36])[Cl:37].[CH3:3][NH:4][CH2:5][CH2:6][CH2:7][N:8]1[c:9]2[cH:10][cH:11][cH:12][cH:13][c:14]2[CH2:15][CH2:16][c:17]2[cH:18][cH:19][cH:20][cH:21][c:22]21.[Cl-:2].[H+:1].[K+:27].[K+:28].[O:38]=[CH:39][N:40]([CH3:41])[CH3:42]>>[CH3:3][N:4]([CH2:5][CH2:6][CH2:7][N:8]1[c:9]2[cH:10][cH:11][cH:12][cH:13][c:14]2[CH2:15][CH2:16][c:17]2[cH:18][cH:19][cH:20][cH:21][c:22]21)[P:32]([O:31][CH2:29][CH3:30])(=[O:33])[O:34][CH2:35][CH3:36]. Reactants: ClC1=CC=C(C=C1)C1(CCC1)C(CCCCO)N(C)C (5-[1-(4-chlorophenyl)cyclobutyl]-5-dimethylaminopentan-1-ol), C(C)(=O)OCC (ethyl acetate), C(C)(=O)OC(C)=O (acetic anhydride). The solvent is O (water). Yields the product C(C)(=O)OCCCCC(N(C)C)C1(CCC1)C1=CC=C(C=C1)Cl (5-[1-(4-chlorophenyl)cyclobutyl]-5-dimethylaminopentyl acetate). As a reaction SMILES: [Cl:1][C:2]1[CH:7]=[CH:6][C:5]([C:8]2([CH:12]([N:18]([CH3:20])[CH3:19])[CH2:13][CH2:14][CH2:15][CH2:16][OH:17])[CH2:11][CH2:10][CH2:9]2)=[CH:4][CH:3]=1.[C:21](OCC)(=[O:23])[CH3:22].C(OC(=O)C)(=O)C>O>[C:21]([O:17][CH2:16][CH2:15][CH2:14][CH2:13][CH:12]([C:8]1([C:5]2[CH:4]=[CH:3][C:2]([Cl:1])=[CH:7][CH:6]=2)[CH2:9][CH2:10][CH2:11]1)[N:18]([CH3:20])[CH3:19])(=[O:23])[CH3:22]. Reported procedure: A mixture of the product of Example 144 (1.55 g), ethyl acetate (100 ml) and acetic anhydride (20 ml) was heated under reflux for 16 hours, cooled and poured into water. The resulting mixture was basified and extracted with ether. The extract was washed, dried and evaporated to give an oil which was purified by flash chromatography on a silica column using a 9:1 mixture of petroleum ether (b.p. 60°-80° C.) and acetone and then acetone as eluant to give 5-[1-(4-chlorophenyl)cyclobutyl]-5-dimethyl... Starting materials: CC1CN(Cc2ccn(C(=O)OC(C)(C)C)n2)CC(C)N1C(=O)C(F)(F)F, ClCCl, O=C(O)C(F)(F)F. The product is CC1CN(Cc2cc[nH]n2)CC(C)N1C(=O)C(F)(F)F. Reaction SMILES: [CH3:1][CH:2]1[CH2:3][N:4]([CH2:15][c:16]2[n:17][n:18]([C:21]([O:22][C:23]([CH3:24])([CH3:25])[CH3:26])=[O:27])[cH:19][cH:20]2)[CH2:5][CH:6]([CH3:14])[N:7]1[C:8]([C:9]([F:10])([F:11])[F:12])=[O:13].[Cl:35][CH2:36][Cl:37].[F:28][C:29]([F:30])([F:31])[C:32]([OH:33])=[O:34]>>[CH3:1][CH:2]1[CH2:3][N:4]([CH2:15][c:16]2[n:17][nH:18][cH:19][cH:20]2)[CH2:5][CH:6]([CH3:14])[N:7]1[C:8]([C:9]([F:10])([F:11])[F:12])=[O:13]. Reactants: C(C)(C)(C)OC(NC1=C(C=C(C(=C1)C)Cl)NC(CC(=O)C1=CC(=CC=C1)C=1C=NC(=CC1)CC)=O)=O ((4-chloro-2-{3-[3-(6-ethyl-pyridin-3-yl)-phenyl]-3-oxo-propionylamino}-5-methyl-phenyl)-carbamic acid tert-butyl ester), C(=O)(C(F)(F)F)O (TFA). The solvent is C(Cl)Cl (CH2Cl2). Product: ClC=1C(=CC2=C(NC(CC(=N2)C2=CC(=CC=C2)C=2C=NC(=CC2)CC)=O)C1)C (8-Chloro-4-[3-(6-ethyl-pyridin-3-yl)-phenyl]-7-methyl-1,3-dihydro-benzo[b][1,4]diazepin-2-one), solid. The yield is 65.0%. Reaction SMILES: C(OC(=O)[NH:7][C:8]1[CH:13]=[C:12]([CH3:14])[C:11]([Cl:15])=[CH:10][C:9]=1[NH:16][C:17](=[O:35])[CH2:18][C:19]([C:21]1[CH:26]=[CH:25][CH:24]=[C:23]([C:27]2[CH:28]=[N:29][C:30]([CH2:33][CH3:34])=[CH:31][CH:32]=2)[CH:22]=1)=O)(C)(C)C.C(O)(C(F)(F)F)=O>C(Cl)Cl>[Cl:15][C:11]1[C:12]([CH3:14])=[CH:13][C:8]2[N:7]=[C:19]([C:21]3[CH:26]=[CH:25][CH:24]=[C:23]([C:27]4[CH:28]=[N:29][C:30]([CH2:33][CH3:34])=[CH:31][CH:32]=4)[CH:22]=3)[CH2:18][C:17](=[O:35])[NH:16][C:9]=2[CH:10]=1. Reported procedure: The title compound was prepared from (4-chloro-2-{3-[3-(6-ethyl-pyridin-3-yl)-phenyl]-3-oxo-propionylamino}-5-methyl-phenyl)-carbamic acid tert-butyl ester (Example M171) (290 mg, 0.57 mmol) by treatment with TFA in CH2Cl2 according to the general procedure N. Obtained as a light yellow solid (145 mg, 65%).